Dataset: the Open Reaction Database (ORD), a public repository of structured organic reaction records. Task: describe an organic reaction: reactants, conditions, products, and yield Starting materials: CN1CCN2c3ccccc3Cc3ccccc3C2C1, Cc1ccccc1, CCOC(=O)Cl. The product is c1ccc2c(c1)Cc1ccccc1N1CCNCC21. As a reaction SMILES: [CH3:1][N:2]1[CH2:3][CH:4]2[N:5]([c:6]3[c:7]([cH:15][cH:16][cH:17][cH:18]3)[CH2:8][c:9]3[c:10]2[cH:11][cH:12][cH:13][cH:14]3)[CH2:19][CH2:20]1.[CH3:27][c:28]1[cH:29][cH:30][cH:31][cH:32][cH:33]1.[Cl:21][C:22]([O:23][CH2:24][CH3:25])=[O:26]>>[NH:2]1[CH2:3][CH:4]2[N:5]([c:6]3[c:7]([cH:15][cH:16][cH:17][cH:18]3)[CH2:8][c:9]3[c:10]2[cH:11][cH:12][cH:13][cH:14]3)[CH2:19][CH2:20]1. Starting materials: COC(=O)C=1C=C(C=2N(C1)C(=C(N2)C2=CC=C(C=C2)C2(CCC2)NC(=O)OC(C)(C)C)C2=CC=CC=C2)Cl (2-[4-(1-tert-butoxycarbonylamino-cyclobutyl)-phenyl]-8-chloro-3-phenyl-imidazo[1,2-a]pyridine-6-carboxylic acid methyl ester), BrC=1C=C(C(=NC1)N)OC (5-bromo-3-methoxy-pyridin-2-ylamine). The product is C(C)(C)(C)OC(NC1(CCC1)C1=CC=C(C=C1)C=1N=C2N(C=C(C=C2OC)Br)C1C1=CC=CC=C1)=O ({1-[4-(6-bromo-8-methoxy-3-phenyl-imidazo[1,2-a]pyridin-2-yl)-phenyl]-cyclobutyl}-carbamic acid tert-butyl ester). Reaction SMILES: COC(C1C=C(Cl)C2N([C:11]([C:32]3[CH:37]=[CH:36][CH:35]=[CH:34][CH:33]=3)=[C:12]([C:14]3[CH:19]=[CH:18][C:17]([C:20]4([NH:24][C:25]([O:27][C:28]([CH3:31])([CH3:30])[CH3:29])=[O:26])[CH2:23][CH2:22][CH2:21]4)=[CH:16][CH:15]=3)N=2)C=1)=O.[Br:39][C:40]1[CH:41]=[C:42]([O:47][CH3:48])[C:43]([NH2:46])=[N:44][CH:45]=1>>[C:28]([O:27][C:25](=[O:26])[NH:24][C:20]1([C:17]2[CH:16]=[CH:15][C:14]([C:12]3[N:46]=[C:43]4[C:42]([O:47][CH3:48])=[CH:41][C:40]([Br:39])=[CH:45][N:44]4[C:11]=3[C:32]3[CH:37]=[CH:36][CH:35]=[CH:34][CH:33]=3)=[CH:19][CH:18]=2)[CH2:21][CH2:22][CH2:23]1)([CH3:31])([CH3:29])[CH3:30]. Procedure details: This intermediate was prepared in analogy to 2-[4-(1-tert-butoxycarbonylamino-cyclobutyl)-phenyl]-8-chloro-3-phenyl-imidazo[1,2-a]pyridine-6-carboxylic acid methyl ester by using 5-bromo-3-methoxy-pyridin-2-ylamine from Step 1. Reactants: C(C1=CC=CC=C1)OC([C@@H](N(C(CCCC)=O)CC1=C(C=C(C=C1)C1=C(C=CC=C1)C#N)Br)C(C)C)=O (N-[(3-bromo-2'-cyanobiphenyl-4-yl)methyl]-N-valeryl-(L)-valine benzyl ester), C(CCC)[Sn](CCCC)(CCCC)N=[N+]=[N-] (tributyltin azide). Run in C=1(C(=CC=CC1)C)C (xylene). The product is C(C1=CC=CC=C1)OC(=O)[C@H](C(C)C)N(C(CCCC)=O)CC1=C(C=C(C=C1)C1=C(C=CC=C1)C1=NN=NN1)Br ((S)-N-(1-Benzyloxycarbonyl-2-methyl-prop-1-yl)-N-[3-bromo-2'-(1H-tetrazol-5-yl)-biphenyl-4-ylmethyl]-N-pentanoyl-amine). Reaction SMILES: [CH2:1]([O:8][C:9](=[O:37])[C@H:10]([CH:34]([CH3:36])[CH3:35])[N:11]([CH2:18][C:19]1[CH:24]=[CH:23][C:22]([C:25]2[CH:30]=[CH:29][CH:28]=[CH:27][C:26]=2[C:31]#[N:32])=[CH:21][C:20]=1[Br:33])[C:12](=[O:17])[CH2:13][CH2:14][CH2:15][CH3:16])[C:2]1[CH:7]=[CH:6][CH:5]=[CH:4][CH:3]=1.C([Sn]([N:51]=[N+:52]=[N-:53])(CCCC)CCCC)CCC>C1(C)C(C)=CC=CC=1>[CH2:1]([O:8][C:9]([C@@H:10]([N:11]([CH2:18][C:19]1[CH:24]=[CH:23][C:22]([C:25]2[CH:30]=[CH:29][CH:28]=[CH:27][C:26]=2[C:31]2[NH:53][N:52]=[N:51][N:32]=2)=[CH:21][C:20]=1[Br:33])[C:12](=[O:17])[CH2:13][CH2:14][CH2:15][CH3:16])[CH:34]([CH3:36])[CH3:35])=[O:37])[C:2]1[CH:7]=[CH:6][CH:5]=[CH:4][CH:3]=1. Procedure details: A solution of 4.5 g (8 mmol) of N-[(3-bromo-2'-cyanobiphenyl-4-yl)methyl]-N-valeryl-(L)-valine benzyl ester and 3.4 g (10.4 mmol) of tributyltin azide in 50 ml of xylene is heated to boiling under reflux for 20 hours. Working-up analogously to Example 54 and "flash"-chromatographic purification (toluene-methanol 4:1 ) gives the title compound as a colourless foam (Rf 0.57, system A2). Yield: 168.0%. The product is Cl.FC(CC(=O)N(C)C[C@](CCN1CCC2(CC1)NC(CC1=CC=CC=C12)=O)(C1=CC(=C(C=C1)Cl)Cl)N(C(C1=CC=CC=C1)=O)C)(F)F (N-{1-(3,3,3-trifluoro-N-methylpropanamido)-2-(S)-(3,4-dichlorophenyl)-4-[3-oxo-3,4-dihydro-2H-spiro(isoquinoline-1,4′-piperidin)-1′-yl]butan-2-yl}-N-methylbenzamide hydrochloride). The solvent is C(Cl)(Cl)Cl (chloroform). Procedure: N-{1-(3,3,3-Trifluoro-N-methylpropanamido)-2-(S)-(3,4-dichlorophenyl)-4-[3-oxo-3,4-dihydro-2H-spiro(isoquinoline-1,4′-piperidin)-1′-yl]butan-2-yl}-N-methylbenzamide (442 mg) was dissolved in chloroform, and 4N HCl-1,4-dioxane (160 μL) was added thereto. The solvent was concentrated under reduced pressure. Ether was added to the residue, followed by filtration and drying, to thereby give the title compound (391 mg, 84.0%) as white powder. Reaction SMILES: [F:1][C:2]([F:47])([F:46])[CH2:3][C:4]([N:6]([CH2:8][C@@:9]([N:36]([CH3:45])[C:37](=[O:44])[C:38]1[CH:43]=[CH:42][CH:41]=[CH:40][CH:39]=1)([C:28]1[CH:33]=[CH:32][C:31]([Cl:34])=[C:30]([Cl:35])[CH:29]=1)[CH2:10][CH2:11][N:12]1[CH2:17][CH2:16][C:15]2([C:26]3[C:21](=[CH:22][CH:23]=[CH:24][CH:25]=3)[CH2:20][C:19](=[O:27])[NH:18]2)[CH2:14][CH2:13]1)[CH3:7])=[O:5].Cl.O1CCOCC1>C(Cl)(Cl)Cl>[ClH:34].[F:46][C:2]([F:1])([F:47])[CH2:3][C:4]([N:6]([CH2:8][C@@:9]([N:36]([CH3:45])[C:37](=[O:44])[C:38]1[CH:39]=[CH:40][CH:41]=[CH:42][CH:43]=1)([C:28]1[CH:33]=[CH:32][C:31]([Cl:34])=[C:30]([Cl:35])[CH:29]=1)[CH2:10][CH2:11][N:12]1[CH2:13][CH2:14][C:15]2([C:26]3[C:21](=[CH:22][CH:23]=[CH:24][CH:25]=3)[CH2:20][C:19](=[O:27])[NH:18]2)[CH2:16][CH2:17]1)[CH3:7])=[O:5] |f:1.2,4.5|. Starting materials: FC(CC(=O)N(C)C[C@](CCN1CCC2(CC1)NC(CC1=CC=CC=C12)=O)(C1=CC(=C(C=C1)Cl)Cl)N(C(C1=CC=CC=C1)=O)C)(F)F (N-{1-(3,3,3-Trifluoro-N-methylpropanamido)-2-(S)-(3,4-dichlorophenyl)-4-[3-oxo-3,4-dihydro-2H-spiro(isoquinoline-1,4′-piperidin)-1′-yl]butan-2-yl}-N-methylbenzamide), Cl.O1CCOCC1 (HCl 1,4-dioxane). Reactants: C(C)(C)(C)NC=1SCC2(C3=CC(=CC=C3OC=3C=CC(=CC23)C=2C=NC=NC2)B2OC(C(O2)(C)C)(C)C)N1 (N-tert-butyl-2′-(pyrimidin-5-yl)-7′-(4,4,5,5-tetramethyl-1,3,2-dioxaborolan-2-yl)-5H-spiro[thiazole-4,9′-xanthen]-2-amine), [OH-].[Na+] (NaOH), [Cl-].O[NH3+] (hydroxyammonium chloride), C(C)O (Ethanol). Conditions: time 48 hour. Yields the product C(C)(C)(C)NC=1SCC2(C3=CC(=CC=C3OC=3C=CC(=CC23)O)C=2C=NC=NC2)N1 (2-(tert-butylamino)-7′-(pyrimidin-5-yl)-5H-spiro[thiazole-4,9′-xanthen]-2′-ol). As a reaction SMILES: [C:1]([NH:5][C:6]1[S:7][CH2:8][C:9]2([N:38]=1)[C:22]1[CH:21]=[C:20]([C:23]3[CH:24]=[N:25][CH:26]=[N:27][CH:28]=3)[CH:19]=CC=1O[C:15]1[C:10]2=[CH:11][C:12](B2OC(C)(C)C(C)(C)O2)=[CH:13][CH:14]=1)([CH3:4])([CH3:3])[CH3:2].[OH-:39].[Na+].[Cl-].O[NH3+].[CH2:44]([OH:46])[CH3:45]>>[C:1]([NH:5][C:6]1[S:7][CH2:8][C:9]2([N:38]=1)[C:10]1[CH:11]=[C:12]([OH:39])[CH:13]=[CH:14][C:15]=1[O:46][C:44]1[C:22]2=[CH:21][C:20]([C:23]2[CH:24]=[N:25][CH:26]=[N:27][CH:28]=2)=[CH:19][CH:45]=1)([CH3:2])([CH3:4])[CH3:3] |f:1.2,3.4|. Procedure: To a mixture of N-tert-butyl-2′-(pyrimidin-5-yl)-7′-(4,4,5,5-tetramethyl-1,3,2-dioxaborolan-2-yl)-5H-spiro[thiazole-4,9′-xanthen]-2-amine (0.475 g, 0.899 mmol), NaOH solid (0.062 mL, 3.33 mmol), and hydroxyammonium chloride (0.120 mL, 2.88 mmol) was added Ethanol (8 mL). The mixture was stirred at RT. After 48 hrs, the mixture was concentrated in vacuo and the residue partioned between DCM and water. The aqueous layer was acidified to ca. pH=7 and extracted with CH2Cl2. The combined organic frac... Reactants: Cl.N1=CC(=CC=C1)N(C(=O)C1=CC2=C(N(C(=N2)CN(C)C2=CC=C(C=C2)C(N)=N)C)C=C1)CCC(=O)OCC (1-methyl-2-[N-(4-amidinophenyl)-N-methylaminomethyl]benzimidazol-5-yl-carboxylic acid-N-(3-pyridyl)-N-(2-ethoxycarbonylethyl)amide hydrochloride), [OH-].[Na+] (sodium hydroxide), C26H27N7O3. Yields the product N1=CC(=CC=C1)N(C(=O)C1=CC2=C(N(C(=N2)CN(C)C2=CC=C(C=C2)C(N)=N)C)C=C1)CCC(=O)O (1-Methyl-2-[N-(4-amidinophenyl)-N-methylaminomethyl]benzimidazol-5-yl-carboxylic acid-N-(3-pyridyl)-N-(2-hydroxycarbonylethyl)amide). Isolated yield 70.0%. RXN SMILES: Cl.[N:2]1[CH:7]=[CH:6][CH:5]=[C:4]([N:8]([CH2:33][CH2:34][C:35]([O:37]CC)=[O:36])[C:9]([C:11]2[CH:32]=[CH:31][C:14]3[N:15]([CH3:30])[C:16]([CH2:18][N:19]([C:21]4[CH:26]=[CH:25][C:24]([C:27](=[NH:29])[NH2:28])=[CH:23][CH:22]=4)[CH3:20])=[N:17][C:13]=3[CH:12]=2)=[O:10])[CH:3]=1.[OH-].[Na+]>>[N:2]1[CH:7]=[CH:6][CH:5]=[C:4]([N:8]([CH2:33][CH2:34][C:35]([OH:37])=[O:36])[C:9]([C:11]2[CH:32]=[CH:31][C:14]3[N:15]([CH3:30])[C:16]([CH2:18][N:19]([C:21]4[CH:26]=[CH:25][C:24]([C:27](=[NH:28])[NH2:29])=[CH:23][CH:22]=4)[CH3:20])=[N:17][C:13]=3[CH:12]=2)=[O:10])[CH:3]=1 |f:0.1,2.3|. Reported procedure: Prepared analogously to Example 26 from 1-methyl-2-[N-(4-amidinophenyl)-N-methylaminomethyl]benzimidazol-5-yl-carboxylic acid-N-(3-pyridyl)-N-(2-ethoxycarbonylethyl)amide hydrochloride and sodium hydroxide solution. Yield: 70% of theory, C26H27N7O3 (485.6); EKA mass spectrum: (M+H)+=486; (M+Na)+=508; (M+2Na)++=265.6. Starting materials: C(C)(=O)C1=C(OC(CCC(=O)OCC)C2=C(C=CC=C2)C)C=C(C=C1)OCC=1C=NC=NC1 (ethyl (RS)-4-[2-acetyl-5-(5-pyrimidinylmethoxy)phenoxy]-4-(2-methylphenyl)-butanoate). Run in O1CCOCC1 (dioxan), [OH-].[Na+] (sodium hydroxide). The product is C(C)(=O)C1=C(OC(CCC(=O)O)C2=C(C=CC=C2)C)C=C(C=C1)OCC=1C=NC=NC1 ((RS)-4-(2-acetyl-5-(5-pyrimidinylmethoxy)-phenoxy]-4-(2-methylphenyl)butanoic acid). Isolated yield 42.7%. RXN SMILES: [C:1]([C:4]1[CH:25]=[CH:24][C:23]([O:26][CH2:27][C:28]2[CH:29]=[N:30][CH:31]=[N:32][CH:33]=2)=[CH:22][C:5]=1[O:6][CH:7]([C:15]1[CH:20]=[CH:19][CH:18]=[CH:17][C:16]=1[CH3:21])[CH2:8][CH2:9][C:10]([O:12]CC)=[O:11])(=[O:3])[CH3:2]>O1CCOCC1.[OH-].[Na+]>[C:1]([C:4]1[CH:25]=[CH:24][C:23]([O:26][CH2:27][C:28]2[CH:29]=[N:30][CH:31]=[N:32][CH:33]=2)=[CH:22][C:5]=1[O:6][CH:7]([C:15]1[CH:20]=[CH:19][CH:18]=[CH:17][C:16]=1[CH3:21])[CH2:8][CH2:9][C:10]([OH:12])=[O:11])(=[O:3])[CH3:2] |f:2.3|. Procedure details: A solution of ethyl (RS)-4-[2-acetyl-5-(5-pyrimidinylmethoxy)phenoxy]-4-(2-methylphenyl)-butanoate (1.1 g) in dioxan (10 mL) and sodium hydroxide (5.3 mL; 1 M) is stirred at 25° C. for 45 minutes. The solution is evaporated, the residue is diluted with water, and brought to pH 6 by treatment with hydrochloric acid (2 M). The precipitate is extracted with ethyl acetate, washed with water, dried and evaporated. The residual oil is subjected to flash chromatography on silica gel, eluting with a mix... Starting materials: CNN, ClCCl, O=C(Cl)Cc1ccc(F)cc1. Reaction SMILES: [CH3:1][NH:2][NH2:3].[Cl:15][CH2:16][Cl:17].[F:4][c:5]1[cH:6][cH:7][c:8]([CH2:11][C:12](=[O:13])[Cl:14])[cH:9][cH:10]1>>[CH3:1][N:2]([NH2:3])[C:12]([CH2:11][c:8]1[cH:7][cH:6][c:5]([F:4])[cH:10][cH:9]1)=[O:13]. Product: CN(N)C(=O)Cc1ccc(F)cc1. Reactants: CC(C)CN, O=Cc1ccccc1, c1ccccc1. The product is CC(C)CN=Cc1ccccc1. Reaction SMILES: [CH2:1]([CH:2]([CH3:3])[CH3:4])[NH2:5].[CH:6](=[O:7])[c:8]1[cH:9][cH:10][cH:11][cH:12][cH:13]1.[cH:14]1[cH:15][cH:16][cH:17][cH:18][cH:19]1>>[CH2:1]([CH:2]([CH3:3])[CH3:4])[N:5]=[CH:6][c:8]1[cH:9][cH:10][cH:11][cH:12][cH:13]1. Reactants: CC1=C2COC(C2=CC=C1\C=C\C)=O ((E)-4-methyl-5-(prop-1-en-1-yl)isobenzofuran-1(3H)-one), C[N+]1(CCOCC1)[O-] (NMO), C(C)#N.O (acetonitrile water). Reagents/catalysts: O.O.[O-][Os](=O)(=O)[O-].[K+].[K+] (potassium osmate(VI) dihydrate). Conditions: time 2 hour. Product: OC(C(C)O)C=1C(=C2COC(C2=CC1)=O)C (5-(1,2-Dihydroxypropyl)-4-methylisobenzofuran-1(3H)-one). As a reaction SMILES: [CH3:1][C:2]1[C:10](/[CH:11]=[CH:12]/[CH3:13])=[CH:9][CH:8]=[C:7]2[C:3]=1[CH2:4][O:5][C:6]2=[O:14].C[N+]1([O-])CC[O:19]CC1.C(#N)C.[OH2:26]>O.O.[O-][Os]([O-])(=O)=O.[K+].[K+]>[OH:26][CH:11]([C:10]1[C:2]([CH3:1])=[C:3]2[C:7](=[CH:8][CH:9]=1)[C:6](=[O:14])[O:5][CH2:4]2)[CH:12]([OH:19])[CH3:13] |f:2.3,4.5.6.7.8|. Reported procedure: To (E)-4-methyl-5-(prop-1-en-1-yl)isobenzofuran-1(3H)-one (300 mg, 1.59 mmol) in acetonitrile/water (10/1, 18 mL) was added NMO (243 mg, 2.07 mmol) and potassium osmate(VI) dihydrate (29.4 mg, 0.080 mmol) at 0° C. The reaction mixture was allowed to warm to rt and stirred at rt for 2 h. TLC showed the reaction completed. The reaction mixture was filtered through a pad of silica gel, rinsed with 10% MeOH/DCM. The crude product was purified with column chromatography (0-10% MeOH/DCM) to give the t...